From a dataset of the Open Reaction Database (ORD), a public repository of structured organic reaction records. describe an organic reaction: reactants, conditions, products, and yield Starting materials: C(C)(=O)NC(C(=O)O)CCCC1=CC=CC=C1 ((±)-2-(acetylamino)-5-phenyl-pentanoic acid). Run in Cl (hydrochloric acid), O (water). Yields the product NC(C(=O)O)CCCC1=CC=CC=C1 ((±)-2-Amino-5-phenyl-pentanoic acid). RXN SMILES: C([NH:4][CH:5]([CH2:9][CH2:10][CH2:11][C:12]1[CH:17]=[CH:16][CH:15]=[CH:14][CH:13]=1)[C:6]([OH:8])=[O:7])(=O)C>Cl.O>[NH2:4][CH:5]([CH2:9][CH2:10][CH2:11][C:12]1[CH:13]=[CH:14][CH:15]=[CH:16][CH:17]=1)[C:6]([OH:8])=[O:7]. Procedure details: A stirred suspension of (±)-2-(acetylamino)-5-phenyl-pentanoic acid (0.5003 g, 0.002126 mol) in 2.8 M hydrochloric acid was refluxed for 2 hours, and the resulting brown solution was allowed to cool. A tan precipitate formed upon cooling. The solids were filtered off, and the filtrate was rotary evaporated to give a yellow gum. The gum was dissolved in hot water, gravity filtered, and allowed to cool. The mixture was made basic with 1 M sodium hydroxide to pH=5. The resulting precipitate was fil... Reactants: CC(C)(C)c1nc(Cl)cc(C2CCC2)n1, C1CNCCN1, CCO. Yields the product CC(C)(C)c1nc(C2CCC2)cc(N2CCNCC2)n1. Reaction SMILES: [C:7]([CH3:8])([CH3:9])([CH3:10])[c:11]1[n:12][c:13]([CH:18]2[CH2:19][CH2:20][CH2:21]2)[cH:14][c:15]([Cl:17])[n:16]1.[CH2:1]1[CH2:2][NH:3][CH2:4][CH2:5][NH:6]1.[CH3:22][CH2:23][OH:24]>>[CH2:1]1[CH2:2][N:3]([c:15]2[cH:14][c:13]([CH:18]3[CH2:19][CH2:20][CH2:21]3)[n:12][c:11]([C:7]([CH3:8])([CH3:9])[CH3:10])[n:16]2)[CH2:4][CH2:5][NH:6]1. The reactants are [OH-].[Na+] (NaOH), N[C@@H](CS)C(=O)O (L-cysteine), O1CC1 (epoxy ethane). Solvent: O (water). Run at temperature 10 celsius, time 1 hour. Yields the product NC(C(=O)O)CSCCO (2-amino-3-(2-hydroxy-ethylsulfanyl)-propionic acid). Yield: 69.4%. As a reaction SMILES: [NH2:1][C@H:2]([C:5]([OH:7])=[O:6])[CH2:3][SH:4].[OH-].[Na+].[O:10]1[CH2:12][CH2:11]1>O>[NH2:1][CH:2]([CH2:3][S:4][CH2:12][CH2:11][OH:10])[C:5]([OH:7])=[O:6] |f:1.2|. Reported procedure: 36.3 g of L-cysteine was dissolved in 300 ml of water. 24 ml 1 mol/L of NaOH solution was added into above solution and cooled by ice-water bath in order to adjust pH value to 7. And then at 0° C. 30 mL of epoxy ethane was added dropwise to the above solution and then mixture was cooled to 10° C. After the mixture was stirred for 1.0 hour, it was warmed to room temperature and then stirred for 1.5 hours. The resultant mixture was extracted with ethyl ether three times (60 ml, 45 ml, 45 ml) to re... Starting materials: [Br-], COc1ccc(C(=O)CBr)cc1, C=Cc1ccc(OCc2ccccc2)cc1OCC(=C)c1ccc(OC)cc1, O=Cc1ccc(OCc2ccccc2)cc1O, CC(C)(C)[O-], C[P+](c1ccccc1)(c1ccccc1)c1ccccc1, [K+]. Reaction SMILES: [Br-:64].[Br:52][CH2:53][C:54]([c:55]1[cH:56][cH:57][c:58]([O:59][CH3:60])[cH:61][cH:62]1)=[O:63].[CH2:1]([c:2]1[cH:3][cH:4][cH:5][cH:6][cH:7]1)[O:8][c:9]1[cH:10][c:11]([O:17][CH2:18][C:19](=[CH2:20])[c:21]2[cH:22][cH:23][c:24]([O:27][CH3:28])[cH:25][cH:26]2)[c:12]([CH:15]=[CH2:16])[cH:13][cH:14]1.[CH2:29]([O:36][c:30]1[cH:31][cH:32][c:33]([CH:34]=[O:35])[c:37]([OH:38])[cH:39]1)[c:40]1[cH:41][cH:42][cH:43][cH:44][cH:45]1.[CH3:46][C:47]([CH3:48])([O-:49])[CH3:50].[CH3:65][P+:66]([c:67]1[cH:68][cH:69][cH:70][cH:71][cH:72]1)([c:73]1[cH:74][cH:75][cH:76][cH:77][cH:78]1)[c:79]1[cH:80][cH:81][cH:82][cH:83][cH:84]1.[K+:51]>>[CH2:1]([c:2]1[cH:3][cH:4][cH:5][cH:6][cH:7]1)[O:8][c:9]1[cH:10][c:11]([O:17][CH2:18][C:19]([c:21]2[cH:22][cH:23][c:24]([O:27][CH3:28])[cH:25][cH:26]2)=[O:36])[c:12]([CH:15]=[CH2:16])[cH:13][cH:14]1. The product is C=Cc1ccc(OCc2ccccc2)cc1OCC(=O)c1ccc(OC)cc1. Reactants: ClC1=C(C(=O)O)C=CC=N1 (2-chloronicotinic acid), [OH-].[K+] (potassium hydroxide), C1(=CC=C(C=C1)S(=O)(=O)O)C (p-toluene sulfonic acid), CC1=C(N)C=CC=C1C(F)F (2-methyl-3-difluoromethyl aniline). Solvent: O (water), C(CC)O (n-propanol), CCOCC (ether). The product is CC1=C(NC2=C(C(=O)O)C=CC=N2)C=CC=C1C(F)F (2-(2-methyl-3-difluoromethylanilino) nicotinic acid). RXN SMILES: Cl[C:2]1[N:10]=[CH:9][CH:8]=[CH:7][C:3]=1[C:4]([OH:6])=[O:5].C1(C)C=CC(S(O)(=O)=O)=CC=1.[CH3:22][C:23]1[C:29]([CH:30]([F:32])[F:31])=[CH:28][CH:27]=[CH:26][C:24]=1[NH2:25].[OH-].[K+]>O.CCOCC.C(O)CC>[CH3:22][C:23]1[C:29]([CH:30]([F:31])[F:32])=[CH:28][CH:27]=[CH:26][C:24]=1[NH:25][C:2]1[N:10]=[CH:9][CH:8]=[CH:7][C:3]=1[C:4]([OH:6])=[O:5] |f:3.4|. Procedure: With stirring, reflux a mixture containing 5 g. of 2-chloronicotinic acid, 0.3 g. of p-toluene sulfonic acid, 12.5 g. of 2-methyl-3-difluoromethyl aniline, and 15 ml. of n-propanol for five hours. Treat the reaction mixture with ether and 6.2 g. of potassium hydroxide dissolved in 100 ml. of water. Separate and acidify the aqueous layer with dilute hydrochloric acid to yield the product 2-(2-methyl-3-difluoromethylanilino) nicotinic acid, m.p. 232°-234° after recrystallization from acetonitrile.